From a dataset of the Open Reaction Database (ORD), a public repository of structured organic reaction records. describe an organic reaction: reactants, conditions, products, and yield Reactants: [NH4+].[OH-] (NH4OH), COCCC=1N(C2=C(C=[N+](C=3C=CC=CC23)[O-])N1)CCOCCNC(OC(C)(C)C)=O (tert-butyl 2-{2-[2-(2-methoxyethyl)-5-oxido-1H-imidazo[4,5-c]quinolin-1-yl]ethoxy)ethylcarbamate), C1(=CC=C(C=C1)S(=O)(=O)Cl)C (p-toluenesulfonyl chloride), [NH4+].[OH-] (NH4OH). Run in ClCCCl (1,2-dichloroethane). Reaction conditions: time 2 hour. The product is NC1=NC=2C=CC=CC2C2=C1N=C(N2CCOCCNC(OC(C)(C)C)=O)CCOC (tert-butyl 2-{2-[4-amino-2-(2-methoxyethyl)-1H-imidazo[4,5-c]quinolin-1-yl]ethoxy}ethylcarbamate). RXN SMILES: [CH3:1][O:2][CH2:3][CH2:4][C:5]1[N:6]([CH2:19][CH2:20][O:21][CH2:22][CH2:23][NH:24][C:25](=[O:31])[O:26][C:27]([CH3:30])([CH3:29])[CH3:28])[C:7]2[C:16]3[CH:15]=[CH:14][CH:13]=[CH:12][C:11]=3[N+:10]([O-])=[CH:9][C:8]=2[N:18]=1.[NH4+:32].[OH-].C1(C)C=CC(S(Cl)(=O)=O)=CC=1>ClCCCl>[NH2:32][C:9]1[C:8]2[N:18]=[C:5]([CH2:4][CH2:3][O:2][CH3:1])[N:6]([CH2:19][CH2:20][O:21][CH2:22][CH2:23][NH:24][C:25](=[O:31])[O:26][C:27]([CH3:30])([CH3:29])[CH3:28])[C:7]=2[C:16]2[CH:15]=[CH:14][CH:13]=[CH:12][C:11]=2[N:10]=1 |f:1.2|. Procedure: A solution of tert-butyl 2-{2-[2-(2-methoxyethyl)-5-oxido-1H-imidazo[4,5-c]quinolin-1-yl]ethoxy)ethylcarbamate (10.6 g, 24.6 mmol) in 100 mL of 1,2-dichloroethane was heated to 60° C. and treated with 10 mL of concentrated NH4OH solution. To the rapidly stirred solution was added solid p-toluenesulfonyl chloride (7.05 g, 37.0 mmol) over a 10 min period. The reaction mixture was treated with an additional 1 mL concentrated NH4OH solution and then sealed in a pressure vessel and heating was contin...